This data is from the Open Reaction Database (ORD), a public repository of structured organic reaction records. The task is: describe an organic reaction: reactants, conditions, products, and yield The reactants are CN1CCOCC1 (N-methylmorpholine), C(C)(C)(C)OC(C(C)(C)O\N=C(/C(=O)O)\C=1N=C(SC1)NC(=O)OC(C)(C)C)=O ((Z)-2-(((1-(tert-butoxy)-2-methyl-1-oxopropan-2-yl)oxy)imino)-2-(2-((tert-butoxycarbonyl)amino)thiazol-4-yl)acetic acid), Cl.N[C@H]1[C@H]2SCC(=C(N2C1=O)C(=O)OC(C1=CC=CC=C1)C1=CC=CC=C1)CCl ((6R,7R)-benzhydryl 7-amino-3-(chloromethyl)-8-oxo-5-thia-1-azabicyclo[4.2.0]oct-2-ene-2-carboxylate, hydrochloride), P(OC1=CC=CC=C1)(=O)(Cl)Cl (phenyl phosphorodichloridate). The solvent is ClCCl (dichloromethane). Reaction conditions: temperature -40 celsius, time 2 hour. The product is C(C)(C)(C)OC(C(C)(C)O\N=C(/C(=O)N[C@H]1[C@H]2SCC(=C(N2C1=O)C(=O)OC(C1=CC=CC=C1)C1=CC=CC=C1)CCl)\C=1N=C(SC1)NC(=O)OC(C)(C)C)=O ((6R,7R)-benzhydryl 7-((Z)-2-(((1-(tert-butoxy)-2-methyl-1-oxopropan-2-yl)oxy)imino)-2-(2-((tert-butoxycarbonyl)amino)thiazol-4-yl)acetamido)-3-(chloromethyl)-8-oxo-5-thia-1-azabicyclo[4.2.0]oct-2-ene-2-carboxylate). The yield is 71.5%. RXN SMILES: [C:1]([O:5][C:6](=[O:29])[C:7]([O:10]/[N:11]=[C:12](/[C:16]1[N:17]=[C:18]([NH:21][C:22]([O:24][C:25]([CH3:28])([CH3:27])[CH3:26])=[O:23])[S:19][CH:20]=1)\[C:13](O)=[O:14])([CH3:9])[CH3:8])([CH3:4])([CH3:3])[CH3:2].Cl.[NH2:31][C@@H:32]1[C:39](=[O:40])[N:38]2[C@@H:33]1[S:34][CH2:35][C:36]([CH2:57][Cl:58])=[C:37]2[C:41]([O:43][CH:44]([C:51]1[CH:56]=[CH:55][CH:54]=[CH:53][CH:52]=1)[C:45]1[CH:50]=[CH:49][CH:48]=[CH:47][CH:46]=1)=[O:42].P(Cl)(Cl)(=O)OC1C=CC=CC=1.CN1CCOCC1>ClCCl>[C:1]([O:5][C:6](=[O:29])[C:7]([O:10]/[N:11]=[C:12](/[C:16]1[N:17]=[C:18]([NH:21][C:22]([O:24][C:25]([CH3:28])([CH3:27])[CH3:26])=[O:23])[S:19][CH:20]=1)\[C:13]([NH:31][C@@H:32]1[C:39](=[O:40])[N:38]2[C@@H:33]1[S:34][CH2:35][C:36]([CH2:57][Cl:58])=[C:37]2[C:41]([O:43][CH:44]([C:45]1[CH:50]=[CH:49][CH:48]=[CH:47][CH:46]=1)[C:51]1[CH:56]=[CH:55][CH:54]=[CH:53][CH:52]=1)=[O:42])=[O:14])([CH3:9])[CH3:8])([CH3:2])([CH3:3])[CH3:4] |f:1.2|. Procedure: To a solution of (Z)-2-(((1-(tert-butoxy)-2-methyl-1-oxopropan-2-yl)oxy)imino)-2-(2-((tert-butoxycarbonyl)amino)thiazol-4-yl)acetic acid (30.5 g, 71.0 mmol) and (6R,7R)-benzhydryl 7-amino-3-(chloromethyl)-8-oxo-5-thia-1-azabicyclo[4.2.0]oct-2-ene-2-carboxylate, hydrochloride (32.1 g, 71.0 mmol) in dichloromethane (500 mL), stirred under nitrogen at −30° C., was added neat phenyl phosphorodichloridate (12.93 mL, 85 mmol). The reaction mixture was cooled to −40° C. and N-methylmorpholine (23.42 mL... Reactants: NC1=CC=CC=C1 (aniline), Cl.ClC(=O)C=1C=C(N2CSCC21)C=2C=NC=CC2 (7-chloroformyl-5-(3-pyridyl)-1H,3H-pyrrolo[1,2-c]thiazole hydrochloride), [OH-].[Na+] (sodium hydroxide), C (charcoal), aqueous solution. Solvent: C(Cl)Cl (methylene chloride), C(Cl)Cl (methylene chloride), C(Cl)Cl (methylene chloride), C(C)#N (acetonitrile). Run at temperature 20 celsius, time 16 hour. Product: C1(=CC=CC=C1)NC(=O)C=1C=C(N2CSCC21)C=2C=NC=CC2 (N-phenyl-5-(3-pyridyl)-1H,3H-pyrrolo[1,2-c]thiazole-7-carboxamide). The yield is 57.8%. RXN SMILES: [NH2:1][C:2]1[CH:7]=[CH:6][CH:5]=[CH:4][CH:3]=1.Cl.Cl[C:10]([C:12]1[CH:13]=[C:14]([C:20]2[CH:21]=[N:22][CH:23]=[CH:24][CH:25]=2)[N:15]2[C:19]=1[CH2:18][S:17][CH2:16]2)=[O:11].[OH-].[Na+].C>C(Cl)Cl.C(#N)C>[C:2]1([NH:1][C:10]([C:12]2[CH:13]=[C:14]([C:20]3[CH:21]=[N:22][CH:23]=[CH:24][CH:25]=3)[N:15]3[C:19]=2[CH2:18][S:17][CH2:16]3)=[O:11])[CH:7]=[CH:6][CH:5]=[CH:4][CH:3]=1 |f:1.2,3.4|. Procedure details: A solution of aniline (11.2 g) in methylene chloride (50 cc) is added over 15 minutes at a temperature of about 24° C. and 29° C. to a suspension of 7-chloroformyl-5-(3-pyridyl)-1H,3H-pyrrolo[1,2-c]thiazole hydrochloride (12 g) in methylene chloride (200 cc). The suspension obtained is stirred at a temperature of about 20° C. for 16 hours. Methylene chloride (300 cc) and distilled water (200 cc) are then added to the suspension. The insoluble material is separated off by filtration, washed 3 tim...